From a dataset of the Open Reaction Database (ORD), a public repository of structured organic reaction records. describe an organic reaction: reactants, conditions, products, and yield The reactants are [Cl-].[NH4+] (ammonium chloride), [N-]=[N+]=[N-].[Na+] (sodium azide), O=C1C2=C(SC3=NC=CC=C31)C=CC(=C2)C#N (5-oxo-5H-[1]benzothiopyrano[2,3-b]pyridine-7-carbonitrile). The solvent is CN(C=O)C (dimethylformamide). Conditions: time 20 hour. The product is N1N=NN=C1C=1C=CC2=C(C(C=3C(=NC=CC3)S2)=O)C1 (7-(5-1H-tetrazolyl)-5-oxo-5H-[1]benzothiopyrano[2,3-b]pyridine). Yield: 67.1%. Reaction SMILES: [O:1]=[C:2]1[C:11]2[C:6](=[N:7][CH:8]=[CH:9][CH:10]=2)[S:5][C:4]2[CH:12]=[CH:13][C:14]([C:16]#[N:17])=[CH:15][C:3]1=2.[Cl-].[NH4+].[N-:20]=[N+:21]=[N-:22].[Na+]>CN(C)C=O>[NH:20]1[C:16]([C:14]2[CH:13]=[CH:12][C:4]3[S:5][C:6]4=[N:7][CH:8]=[CH:9][CH:10]=[C:11]4[C:2](=[O:1])[C:3]=3[CH:15]=2)=[N:17][N:22]=[N:21]1 |f:1.2,3.4|. Procedure: A mixture of 4.8 g of 5-oxo-5H-[1]benzothiopyrano[2,3-b]pyridine-7-carbonitrile, 80 ml of dimethylformamide, 1.35 g. of ammonium chloride and 1.7 g of sodium azide is heated with stirring at 110° C to 120° C for 20 hours. After cooling, crystals are filtered off and added to a dilute hydrochloric acid, and the mixture is stirred. The crystals are filtered off, washed with water and recrystallized from dimethylformamide to give 3.8 g of 7-(5-1H-tetrazolyl)-5-oxo-5H-[1]benzothiopyrano[2,3-b]pyridi... Reactants: C1CCOC1, COC(=O)COc1cccc(Nc2ncnc3oc(-c4ccccc4)c(-c4ccc(OC)cc4)c23)c1, [Na+], [OH-]. Yields the product COc1ccc(-c2c(-c3ccccc3)oc3ncnc(Nc4cccc(OCC(=O)O)c4)c23)cc1. RXN SMILES: [CH2:39]1[O:40][CH2:41][CH2:42][CH2:43]1.[CH3:1][O:2][C:3]([CH2:4][O:5][c:6]1[cH:7][c:8]([NH:12][c:13]2[c:14]3[c:15]([n:16][cH:17][n:18]2)[o:19][c:20](-[c:30]2[cH:31][cH:32][cH:33][cH:34][cH:35]2)[c:21]3-[c:22]2[cH:23][cH:24][c:25]([O:28][CH3:29])[cH:26][cH:27]2)[cH:9][cH:10][cH:11]1)=[O:36].[Na+:38].[OH-:37]>>[O:2]=[C:3]([CH2:4][O:5][c:6]1[cH:7][c:8]([NH:12][c:13]2[c:14]3[c:15]([n:16][cH:17][n:18]2)[o:19][c:20](-[c:30]2[cH:31][cH:32][cH:33][cH:34][cH:35]2)[c:21]3-[c:22]2[cH:23][cH:24][c:25]([O:28][CH3:29])[cH:26][cH:27]2)[cH:9][cH:10][cH:11]1)[OH:36]. The reactants are CCNC(=O)c1cc(F)c(C)c(-c2ccc3c(C4=CCN(C(=O)OC(C)(C)C)CC4)n[nH]c3c2)c1, ClCCl, O=C(O)C(F)(F)F. The product is CCNC(=O)c1cc(F)c(C)c(-c2ccc3c(C4=CCNCC4)n[nH]c3c2)c1. As a reaction SMILES: [CH2:8]([CH3:9])[NH:10][C:11](=[O:12])[c:13]1[cH:14][c:15]([F:42])[c:16]([CH3:41])[c:17](-[c:19]2[cH:20][cH:21][c:22]3[c:23]([C:28]4=[CH:33][CH2:32][N:31]([C:34]([O:35][C:36]([CH3:37])([CH3:38])[CH3:39])=[O:40])[CH2:30][CH2:29]4)[n:24][nH:25][c:26]3[cH:27]2)[cH:18]1.[Cl:43][CH2:44][Cl:45].[OH:1][C:2]([C:3]([F:4])([F:5])[F:6])=[O:7]>>[CH2:8]([CH3:9])[NH:10][C:11](=[O:12])[c:13]1[cH:14][c:15]([F:42])[c:16]([CH3:41])[c:17](-[c:19]2[cH:20][cH:21][c:22]3[c:23]([C:28]4=[CH:33][CH2:32][NH:31][CH2:30][CH2:29]4)[n:24][nH:25][c:26]3[cH:27]2)[cH:18]1.